This data is from the Open Reaction Database (ORD), a public repository of structured organic reaction records. The task is: describe an organic reaction: reactants, conditions, products, and yield Reactants: ClCCl, CN(C)CCN(C)C, CCOC(C)=O, O=C1CCCC2CCCC(c3cc(F)c(F)c(F)c3)N12, C[Si](C)(C)I, I, [Na+], [Na+], O=S([O-])([O-])=S. Yields the product O=C1C(I)CCC2CCCC(c3cc(F)c(F)c(F)c3)N12. As a reaction SMILES: [CH2:42]([Cl:43])[Cl:44].[CH3:26][N:27]([CH3:28])[CH2:29][CH2:30][N:31]([CH3:32])[CH3:33].[CH3:45][CH2:46][O:47][C:48](=[O:49])[CH3:50].[F:6][c:7]1[cH:8][c:9]([CH:15]2[N:16]3[C:17](=[O:25])[CH2:18][CH2:19][CH2:20][CH:21]3[CH2:22][CH2:23][CH2:24]2)[cH:10][c:11]([F:14])[c:12]1[F:13].[I:1][Si:2]([CH3:3])([CH3:4])[CH3:5].[I:34].[Na+:40].[Na+:41].[S:35]([O-:36])([O-:37])(=[O:38])=[S:39]>>[I:1][CH:18]1[C:17](=[O:25])[N:16]2[CH:15]([c:9]3[cH:8][c:7]([F:6])[c:12]([F:13])[c:11]([F:14])[cH:10]3)[CH2:24][CH2:23][CH2:22][CH:21]2[CH2:20][CH2:19]1. The reactants are BrC=1C(=CC2=C(C(=C(O2)C(=NO)Cl)C(NC)=O)C1)N(S(=O)(=O)C)C (5-bromo-N-hydroxy-3-(methylcarbamoyl)-6-(N-methylmethylsulfonamido)benzofuran-2-carbimidoyl chloride), C(C)OC=CC (1-ethoxyprop-1-ene), C(=O)(O)[O-].[Na+] (NaHCO3). Run in CN(C)C=O (DMF). Reaction conditions: time 16 hour. Product: BrC=1C(=CC2=C(C(=C(O2)C2=NOC(C2C)OCC)C(=O)NC)C1)N(S(=O)(=O)C)C (5-bromo-2-(5-ethoxy-4-methyl-4,5-dihydroisoxazol-3-yl)-N-methyl-6-(N-methylmethylsulfonamido)benzofuran-3-carboxamide). Isolated yield 83.3%. As a reaction SMILES: [Br:1][C:2]1[C:3]([N:19]([CH3:24])[S:20]([CH3:23])(=[O:22])=[O:21])=[CH:4][C:5]2[O:9][C:8]([C:10](Cl)=[N:11][OH:12])=[C:7]([C:14](=[O:17])[NH:15][CH3:16])[C:6]=2[CH:18]=1.[CH2:25]([O:27][CH:28]=[CH:29][CH3:30])[CH3:26].C([O-])(O)=O.[Na+]>CN(C=O)C>[Br:1][C:2]1[C:3]([N:19]([CH3:24])[S:20]([CH3:23])(=[O:22])=[O:21])=[CH:4][C:5]2[O:9][C:8]([C:10]3[CH:29]([CH3:30])[CH:28]([O:27][CH2:25][CH3:26])[O:12][N:11]=3)=[C:7]([C:14]([NH:15][CH3:16])=[O:17])[C:6]=2[CH:18]=1 |f:2.3|. Procedure details: A mixture of 5-bromo-N-hydroxy-3-(methylcarbamoyl)-6-(N-methylmethylsulfonamido)benzofuran-2-carbimidoyl chloride (400 mg, 0.91 mmol), 1-ethoxyprop-1-ene (392 mg, 4.56 mmol) and NaHCO3 (153 mg, 1.82 mmol) in DMF (10 mL) was stirred at room temperature for 16 h. It was concentrated, diluted with water, extracted with EtOAc, the organic layers were washed with brine, dried over Na2SO4, and concentrated. The residue was purified by column chromatography (PE:EA=2:1) to get product 5-bromo-2-(5-ethox...